This data is from the Open Reaction Database (ORD), a public repository of structured organic reaction records. The task is: describe an organic reaction: reactants, conditions, products, and yield The reactants are CN1C(N(C(C=2C1=CN(C2)COCC[Si](C)(C)C)=O)C)=O (1,3-Dimethyl-6-((2-(trimethylsilyl)ethoxy)methyl)-1H-pyrrolo[3,4-d]pyrimidine-2,4(3H,6H)-dione), C(C)(C)OB(OC(C)C)OC(C)C (triisopropylborate), C(CCC)[Li] (Butyl lithium), C(C)(C)NC(C)C (diisopropylamine). Solvent: C1CCOC1 (THF), C1CCOC1 (THF). Reaction conditions: temperature -5 celsius, time 30 minute. Product: CN1C(N(C(C=2C1=CN(C2B(O)O)COCC[Si](C)(C)C)=O)C)=O (1,3-Dimethyl-2,4-dioxo-6-((2-(trimethylsilyl)ethoxy)methyl)-2,3,4,6-tetrahydro-1H-pyrrolo[3,4-d]pyrimidin-5-ylboronic acid). As a reaction SMILES: C([Li])CCC.C(NC(C)C)(C)C.[CH3:13][N:14]1[C:19]2=[CH:20][N:21]([CH2:23][O:24][CH2:25][CH2:26][Si:27]([CH3:30])([CH3:29])[CH3:28])[CH:22]=[C:18]2[C:17](=[O:31])[N:16]([CH3:32])[C:15]1=[O:33].C([O:37][B:38](OC(C)C)[O:39]C(C)C)(C)C>C1COCC1>[CH3:13][N:14]1[C:19]2=[CH:20][N:21]([CH2:23][O:24][CH2:25][CH2:26][Si:27]([CH3:28])([CH3:30])[CH3:29])[C:22]([B:38]([OH:39])[OH:37])=[C:18]2[C:17](=[O:31])[N:16]([CH3:32])[C:15]1=[O:33]. Procedure details: Butyl lithium (1.26M, 28.4 mL, 35.8 mmol) was added dropwise to a solution of diisopropylamine (3.63 g, 35.8 mmol) in THF (20 mL) at −78° C., keeping the internal temperature below −40° C. Once the addition was complete, the contents of the flask were allowed to warm to −5° C., then were re-cooled to −78° C. The resulting mixture was cannulated over a period of about 30 minutes into a suspension of 1,3-dimethyl-6-((2-(trimethylsilyl)ethoxy)methyl)-1H-pyrrolo[3,4-d]pyrimidine-2,4(3H,6H)-dione (st... The reactants are ice, O1C(=CC=C1)C(=O)Cl (furoyl chloride), N1=CC=CC=C1 (pyridine), SCC#N (mercaptoacetonitrile). The solvent is CCOCC (ether). Run at time 8 hour. The product is O1C(=CC=C1)C(=O)SCC#N (S-Cyanomethyl 2-Thiofuroate). The yield is 64.3%. RXN SMILES: [O:1]1[CH:5]=[CH:4][CH:3]=[C:2]1[C:6](Cl)=[O:7].N1C=CC=CC=1.[SH:15][CH2:16][C:17]#[N:18]>CCOCC>[O:1]1[CH:5]=[CH:4][CH:3]=[C:2]1[C:6]([S:15][CH2:16][C:17]#[N:18])=[O:7]. Procedure: To an ice cold solution of furoyl chloride (4.0 ml; 0.04 mol) in ether (100 ml) is added dropwise a freshly prepared solution of pyridine (3.24 ml; 0.04 mol) in 1 N mercaptoacetonitrile (40 ml; 0.04 mol). After the addition is completed, the mixture is allowed to stir at room temperature overnight. The reaction mixture is then washed with water, saturated sodium bicarbonate solution, saturated brine, dried over sodium sulfate, and is concentrated in vacuo. The residue (6.0 g) is filtered through... Reactants: CN1CCNCC1, Cc1cn(C)c2c1N(C(=O)CCl)c1ccccc1NC2=O, C1COCCO1. The product is Cc1cn(C)c2c1N(C(=O)CN1CCN(C)CC1)c1ccccc1NC2=O. RXN SMILES: [CH3:22][N:23]1[CH2:24][CH2:25][NH:26][CH2:27][CH2:28]1.[Cl:1][CH2:2][C:3](=[O:4])[N:5]1[c:6]2[c:7]([n:17]([CH3:21])[cH:18][c:19]2[CH3:20])[C:8](=[O:16])[NH:9][c:10]2[c:11]1[cH:12][cH:13][cH:14][cH:15]2.[O:29]1[CH2:30][CH2:31][O:32][CH2:33][CH2:34]1>>[CH2:2]([C:3](=[O:4])[N:5]1[c:6]2[c:7]([n:17]([CH3:21])[cH:18][c:19]2[CH3:20])[C:8](=[O:16])[NH:9][c:10]2[c:11]1[cH:12][cH:13][cH:14][cH:15]2)[N:26]1[CH2:25][CH2:24][N:23]([CH3:22])[CH2:28][CH2:27]1. Starting materials: O=C([O-])[O-], COc1cc2c(Cl)ncnc2cc1OCCCN1CCOCC1, [K+], [K+], [Na+], CN(C)C=O, [OH-], Oc1cccc2ccccc12. Yields the product COc1cc2c(Oc3cccc4ccccc34)ncnc2cc1OCCCN1CCOCC1. Reaction SMILES: [C:24](=[O:25])([O-:26])[O-:27].[Cl:1][c:2]1[n:3][cH:4][n:5][c:6]2[cH:7][c:8]([O:14][CH2:15][CH2:16][CH2:17][N:18]3[CH2:19][CH2:20][O:21][CH2:22][CH2:23]3)[c:9]([O:12][CH3:13])[cH:10][c:11]12.[K+:28].[K+:29].[Na+:42].[O:43]=[CH:44][N:45]([CH3:46])[CH3:47].[OH-:41].[OH:30][c:31]1[cH:32][cH:33][cH:34][c:35]2[cH:36][cH:37][cH:38][cH:39][c:40]12>>[c:2]1([O:30][c:31]2[cH:32][cH:33][cH:34][c:35]3[cH:36][cH:37][cH:38][cH:39][c:40]23)[n:3][cH:4][n:5][c:6]2[cH:7][c:8]([O:14][CH2:15][CH2:16][CH2:17][N:18]3[CH2:19][CH2:20][O:21][CH2:22][CH2:23]3)[c:9]([O:12][CH3:13])[cH:10][c:11]12. The reactants are CCCCCCCCCCCCCC(=O)O, COC(C(=O)NC1CCC(OCCCCCCN=[N+]=[N-])CN(C)C1=O)C1OC(C)(C)OC(C=CC(C)(C)C)C1O. Yields the product COC(C(=O)NC1CCC(OCCCCCCN=[N+]=[N-])CN(C)C1=O)C(O)C(O)C(O)C=CC(C)(C)C. RXN SMILES: [C:41]([OH:42])(=[O:43])[CH2:44][CH2:45][CH2:46][CH2:47][CH2:48][CH2:49][CH2:50][CH2:51][CH2:52][CH2:53][CH2:54][CH2:55][CH3:56].[N:1](=[N+:2]=[N-:3])[CH2:4][CH2:5][CH2:6][CH2:7][CH2:8][CH2:9][O:10][CH:11]1[CH2:12][CH2:13][CH:14]([NH:20][C:21]([CH:22]([O:23][CH3:24])[CH:25]2[O:26][C:27]([CH3:38])([CH3:39])[O:28][CH:29]([CH:32]=[CH:33][C:34]([CH3:35])([CH3:36])[CH3:37])[CH:30]2[OH:31])=[O:40])[C:15](=[O:19])[N:16]([CH3:18])[CH2:17]1>>[N:1](=[N+:2]=[N-:3])[CH2:4][CH2:5][CH2:6][CH2:7][CH2:8][CH2:9][O:10][CH:11]1[CH2:12][CH2:13][CH:14]([NH:20][C:21]([CH:22]([O:23][CH3:24])[CH:25]([OH:26])[CH:30]([CH:29]([OH:28])[CH:32]=[CH:33][C:34]([CH3:35])([CH3:36])[CH3:37])[OH:31])=[O:40])[C:15](=[O:19])[N:16]([CH3:18])[CH2:17]1. Reactants: C=O, [Na+], [OH-], COc1cccc2c(O)ccnc12. Product: COc1cccc2c(O)c(CO)cnc12. RXN SMILES: [CH2:14]=[O:15].[Na+:17].[OH-:16].[OH:1][c:2]1[cH:3][cH:4][n:5][c:6]2[c:7]([O:12][CH3:13])[cH:8][cH:9][cH:10][c:11]12>>[OH:1][c:2]1[c:3]([CH2:14][OH:15])[cH:4][n:5][c:6]2[c:7]([O:12][CH3:13])[cH:8][cH:9][cH:10][c:11]12. The reactants are CC(C)O, COc1cnc2c(Cl)ccnc2c1, Cc1csc(-c2ccc(=O)n(CCN)n2)c1. Product: COc1cnc2c(NCCn3nc(-c4cc(C)cs4)ccc3=O)ccnc2c1. RXN SMILES: [CH:30]([OH:31])([CH3:32])[CH3:33].[Cl:17][c:18]1[cH:19][cH:20][n:21][c:22]2[cH:23][c:24]([O:28][CH3:29])[cH:25][n:26][c:27]12.[NH2:1][CH2:2][CH2:3][n:4]1[n:5][c:6](-[c:11]2[s:12][cH:13][c:14]([CH3:16])[cH:15]2)[cH:7][cH:8][c:9]1=[O:10]>>[NH:1]([CH2:2][CH2:3][n:4]1[n:5][c:6](-[c:11]2[s:12][cH:13][c:14]([CH3:16])[cH:15]2)[cH:7][cH:8][c:9]1=[O:10])[c:18]1[cH:19][cH:20][n:21][c:22]2[cH:23][c:24]([O:28][CH3:29])[cH:25][n:26][c:27]12.